Dataset: the Open Reaction Database (ORD), a public repository of structured organic reaction records. Task: describe an organic reaction: reactants, conditions, products, and yield Starting materials: Cl (hydrochloric acid), [OH-].[Na+] (sodium hydroxide), O (water), COC(C1=C(C=C(C(=C1)CC1=C(C(=CC=C1)Cl)F)OC)F)=O (5-(3-chloro-2-fluorobenzyl)-2-fluoro-4-methoxybenzoic acid methyl ester). Solvent: CN1C(CCC1)=O (1-methyl-2-pyrrolidinone). The product is ClC=1C(=C(CC=2C(=CC(=C(C(=O)O)C2)F)OC)C=CC1)F (5-(3-chloro-2-fluorobenzyl)-2-fluoro-4-methoxybenzoic acid). Yield: 93.4%. As a reaction SMILES: C[O:2][C:3](=[O:22])[C:4]1[CH:9]=[C:8]([CH2:10][C:11]2[CH:16]=[CH:15][CH:14]=[C:13]([Cl:17])[C:12]=2[F:18])[C:7]([O:19][CH3:20])=[CH:6][C:5]=1[F:21].[OH-].[Na+].O.Cl>CN1CCCC1=O>[Cl:17][C:13]1[C:12]([F:18])=[C:11]([CH:16]=[CH:15][CH:14]=1)[CH2:10][C:8]1[C:7]([O:19][CH3:20])=[CH:6][C:5]([F:21])=[C:4]([CH:9]=1)[C:3]([OH:22])=[O:2] |f:1.2|. Reported procedure: 5-(3-Chloro-2-fluorobenzyl)-2-fluoro-4-methoxybenzoic acid methyl ester (100 g) obtained in Example 2, Step III was dissolved in 1-methyl-2-pyrrolidinone (500 ml), and 2.5% V/W aqueous alkali solution prepared from 8N-aqueous sodium hydroxide solution (54.7 ml) and water (192.6 ml) was added dropwise with stirring at room temperature. After the dropwise addition, the mixture was stirred for 3.5 hr, and acidified by dropwise addition of 2N-hydrochloric acid (240 ml) with stirring at room temperat... Reactants: CC1=C(C=CC(=C1)N(CC)CC)C(=O)C1=C(C(=O)O)C=CC=C1 (2-(2-methyl-4-diethylaminophenylcarbonyl)benzoic acid), C(C)(C)O (isopropyl alcohol), [OH-].[NH4+] (ammonium hydroxide), 1-(2-methoxyethyl-2-methylindole), C(C)(=O)OC(C)=O (acetic anhydride). The solvent is C1(=CC=CC=C1)C (toluene). Conditions: temperature 70 celsius. Product: COCCN1C(=C(C2=CC=CC=C12)C1(OC(=O)C2=CC=CC=C12)C1=C(C=C(C=C1)N(CC)CC)C)C (3-[1-(2-methoxyethyl)-2-methylindol-3-yl]-3-(2-methyl-4-diethylaminophenyl)phthalide). Reaction SMILES: [CH3:1][C:2]1[CH:7]=[C:6]([N:8]([CH2:11][CH3:12])[CH2:9][CH3:10])[CH:5]=[CH:4][C:3]=1[C:13]([C:15]1[CH:23]=[CH:22][CH:21]=[CH:20][C:16]=1[C:17]([OH:19])=[O:18])=O.[C:24]([O:27][C:28](=O)[CH3:29])(=O)C.[CH:31](O)([CH3:33])[CH3:32].[OH-].[NH4+:36]>C1(C)C=CC=CC=1>[CH3:24][O:27][CH2:28][CH2:29][N:36]1[C:7]2[C:2](=[CH:3][CH:4]=[CH:5][CH:6]=2)[C:32]([C:13]2([C:3]3[CH:4]=[CH:5][C:6]([N:8]([CH2:9][CH3:10])[CH2:11][CH3:12])=[CH:7][C:2]=3[CH3:1])[C:15]3[C:16](=[CH:20][CH:21]=[CH:22][CH:23]=3)[C:17](=[O:19])[O:18]2)=[C:31]1[CH3:33] |f:3.4|. Procedure: A mixture consisting of 16.5 g 2-(2-methyl-4-diethylaminophenylcarbonyl)benzoic acid (94.6 percent active), 11.0 g of 1-(2-methoxyethyl-2-methylindole) (91.8 percent active) and 75.0 ml of acetic anhydride was heated at approximately 70° C. for approximately two and one-half hours. After cooling to ambient temperature, 50.0 ml of isopropyl alcohol was added and the resulting solution was poured into 800.0 ml of 5 percent aqueous ammonium hydroxide solution. The gummy, tar-like solid which formed... The reactants are CCOC(C(=O)NCc1ccc(C#N)cc1O)N1Cc2cc(OC)ccc2C1=O, O=C([O-])[O-], CC#N, CNC(=O)CCl, [Cs+], [Cs+], [I-], [K+]. Product: CCOC(C(=O)NCc1ccc(C#N)cc1OCC(=O)NC)N1Cc2cc(OC)ccc2C1=O. Reaction SMILES: [C:1](#[N:2])[c:3]1[cH:4][c:5]([OH:29])[c:6]([CH2:7][NH:8][C:9]([CH:10]([N:11]2[C:12](=[O:22])[c:13]3[cH:14][cH:15][c:16]([O:20][CH3:21])[cH:17][c:18]3[CH2:19]2)[O:23][CH2:24][CH3:25])=[O:26])[cH:27][cH:28]1.[C:38](=[O:39])([O-:40])[O-:41].[CH3:44][C:45]#[N:46].[Cl:30][CH2:31][C:32](=[O:33])[NH:34][CH3:35].[Cs+:42].[Cs+:43].[I-:37].[K+:36]>>[C:1](#[N:2])[c:3]1[cH:4][c:5]([O:29][CH2:31][C:32](=[O:33])[NH:34][CH3:35])[c:6]([CH2:7][NH:8][C:9]([CH:10]([N:11]2[C:12](=[O:22])[c:13]3[cH:14][cH:15][c:16]([O:20][CH3:21])[cH:17][c:18]3[CH2:19]2)[O:23][CH2:24][CH3:25])=[O:26])[cH:27][cH:28]1. The reactants are Brc1cnc2[nH]ccc2c1I, CN(C)C=O, Cc1ccc(S(=O)(=O)Cl)cc1, [Cl-], [H-], [NH4+], [Na+]. Product: Cc1ccc(S(=O)(=O)n2ccc3c(I)c(Br)cnc32)cc1. As a reaction SMILES: [Br:14][c:15]1[c:16]([I:24])[c:17]2[c:18]([n:19][cH:20]1)[nH:21][cH:22][cH:23]2.[CH3:27][N:28]([CH3:29])[CH:30]=[O:31].[CH3:3][c:4]1[cH:5][cH:6][c:7]([S:10](=[O:11])(=[O:12])[Cl:13])[cH:8][cH:9]1.[Cl-:25].[H-:1].[NH4+:26].[Na+:2]>>[CH3:3][c:4]1[cH:5][cH:6][c:7]([S:10](=[O:11])(=[O:12])[n:21]2[c:18]3[c:17]([c:16]([I:24])[c:15]([Br:14])[cH:20][n:19]3)[cH:23][cH:22]2)[cH:8][cH:9]1. The yield is 85.2%. The product is OC1=C2C=C(C(NC2=C(C=C1)C)=O)C (5-Hydroxy-3,8-dimethylcarbostyril). Solvent: CCCCCC (hexane). Run at temperature 125 celsius. Reaction SMILES: C[O:2][C:3]1[CH:4]=[CH:5][C:6]([CH3:21])=[C:7]([NH:9][C:10](=[O:20])[C:11]([CH3:19])=[CH:12]C2C=CC=CC=2)[CH:8]=1.[Cl-].[Al+3].[Cl-].[Cl-].ClC1C=CC=CC=1>CCCCCC>[OH:2][C:3]1[CH:4]=[CH:5][C:6]([CH3:21])=[C:7]2[C:8]=1[CH:19]=[C:11]([CH3:12])[C:10](=[O:20])[NH:9]2 |f:1.2.3.4|. Reactants: COC=1C=CC(=C(C1)NC(C(=CC1=CC=CC=C1)C)=O)C (N-(5-Methoxy-2-methylphenyl)α-methylcinnamamide), [Cl-].[Al+3].[Cl-].[Cl-] (aluminum chloride), ClC1=CC=CC=C1 (chlorobenzene), ice water. Procedure: N-(5-Methoxy-2-methylphenyl)α-methylcinnamamide (21.3 g, 75.8 mmol) and aluminum chloride (50.4 g, 378 mmol) were combined with chlorobenzene (158 ml), and heated in a bath at 125° C. for 45 minutes while stirring. After cooling, the mixture was poured into ice-water, to which hexane was added. Precipitated crystals were collected by filtration, and dissolved in chloroform-methanol (4:1). After drying and condensing, the resultant residue was washed with chloroform to obtain 12.22 g of the title... Reactants: CN(C)C=O, [Cl-], ClCCCI, Oc1cncc(Cl)c1, [H-], [Na+], [Na+], O. Product: ClCCCOc1cncc(Cl)c1. Reaction SMILES: [CH3:18][N:19]([CH3:20])[CH:21]=[O:22].[Cl-:16].[Cl:11][CH2:12][CH2:13][CH2:14][I:15].[Cl:1][c:2]1[cH:3][c:4]([OH:8])[cH:5][n:6][cH:7]1.[H-:9].[Na+:10].[Na+:17].[OH2:23]>>[Cl:1][c:2]1[cH:3][c:4]([O:8][CH2:14][CH2:13][CH2:12][Cl:11])[cH:5][n:6][cH:7]1. Reactants: O=C([O-])[O-], CCn1c(-c2cccs2)n[nH]c1=S, CCOC(C)=O, Fc1ccc(F)c(-c2noc(CCl)n2)c1, [K+], [K+], CN(C)C=O. Yields the product CCn1c(SCc2nc(-c3cc(F)ccc3F)no2)nnc1-c1cccs1. As a reaction SMILES: [C:29](=[O:30])([O-:31])[O-:32].[CH2:16]([CH3:17])[n:18]1[c:19](=[S:28])[nH:20][n:21][c:22]1-[c:23]1[s:24][cH:25][cH:26][cH:27]1.[CH3:35][CH2:36][O:37][C:38](=[O:39])[CH3:40].[Cl:1][CH2:2][c:3]1[n:4][c:5](-[c:8]2[c:9]([F:15])[cH:10][cH:11][c:12]([F:14])[cH:13]2)[n:6][o:7]1.[K+:33].[K+:34].[O:41]=[CH:42][N:43]([CH3:44])[CH3:45]>>[CH2:2]([c:3]1[n:4][c:5](-[c:8]2[c:9]([F:15])[cH:10][cH:11][c:12]([F:14])[cH:13]2)[n:6][o:7]1)[S:28][c:19]1[n:18]([CH2:16][CH3:17])[c:22](-[c:23]2[s:24][cH:25][cH:26][cH:27]2)[n:21][n:20]1.